From a dataset of the Open Reaction Database (ORD), a public repository of structured organic reaction records. describe an organic reaction: reactants, conditions, products, and yield Reactants: C(=C)(C)C1=CC=C(C=C1)O (p-isopropenylphenol), NC1=CC=CC=C1 (aniline), Cl (hydrochloric acid), NC1=CC=CC=C1 (aniline), solution. Solvent: C1(=CC=CC=C1)C (toluene). Conditions: temperature 150 celsius, time 3 hour. The product is NC1=CC=C(C=C1)C(C)(C)C1=CC=C(C=C1)O (4-(1-(4-aminophenyl)-1-methylethyl)phenol). RXN SMILES: [C:1]([C:4]1[CH:9]=[CH:8][C:7]([OH:10])=[CH:6][CH:5]=1)([CH3:3])=[CH2:2].[NH2:11][C:12]1[CH:17]=[CH:16][CH:15]=[CH:14][CH:13]=1.Cl>C1(C)C=CC=CC=1>[NH2:11][C:12]1[CH:17]=[CH:16][C:15]([C:1]([C:4]2[CH:9]=[CH:8][C:7]([OH:10])=[CH:6][CH:5]=2)([CH3:3])[CH3:2])=[CH:14][CH:13]=1. Procedure: A mixture of 134.0 grams (1.0 mole) of p-isopropenylphenol and 186.0 grams (2.0 moles) of aniline was stirred and heated to 150° C. To the mixture was added 5.0 grams of a solution obtained by adding 1.28 grams of 10% hydrochloric acid to 93 grams of aniline and stirring the mixture well. The reaction was carried out for 3.0 hours (10,800 s) at the 150° C. reaction temperature. The reaction product was cooled to 120° C. then 350 milliliters of toluene was added. The product was then cooled to 25... The reactants are Cl.C(C1=CC=CC=C1)N(CC(=O)C1=CC=C(C=C1)F)C (2-(Benzyl-methylamino)-1-(4-fluorophenyl)-1-oxo-ethane hydrochloride). The reagents and catalysts are [Pd] (palladium on charcoal). The solvent is C(C)(=O)O (acetic acid). Product: Cl.FC1=CC=C(C=C1)C(CNC)=O (1-(4-Fluorophenyl)-2-methylamino-1-oxo-ethane hydrochloride). Reaction SMILES: [ClH:1].[CH2:2]([N:9](C)[CH2:10][C:11]([C:13]1[CH:18]=[CH:17][C:16]([F:19])=[CH:15][CH:14]=1)=[O:12])C1C=CC=CC=1>[Pd].C(O)(=O)C>[ClH:1].[F:19][C:16]1[CH:15]=[CH:14][C:13]([C:11](=[O:12])[CH2:10][NH:9][CH3:2])=[CH:18][CH:17]=1 |f:0.1,4.5|. Reported procedure: 1.2 g of 10% palladium on charcoal is added under a nitrogen atmosphere to a solution of 10 g (31 mmol) of the compound from Example 1 in 200 ml of glacial acetic acid. After hydrogenation in a shaking apparatus (hydrogen uptake about 700 ml), the catalyst is filtered off, the solvent is removed by distillation and the product is washed with water and dried. Starting materials: CO, [H][H], COC(=O)C1C2CC(N=[N+]=[N-])C(C2)N1C(=O)OC(C)(C)C. Yields the product COC(=O)C1C2CC(N)C(C2)N1C(=O)OC(C)(C)C. As a reaction SMILES: [CH3:24][OH:25].[H:22][H:23].[N:1](=[N+:2]=[N-:3])[CH:4]1[CH2:5][CH:6]2[CH:7]([C:18](=[O:19])[O:20][CH3:21])[N:8]([C:11](=[O:12])[O:13][C:14]([CH3:15])([CH3:16])[CH3:17])[CH:9]1[CH2:10]2>>[NH2:1][CH:4]1[CH2:5][CH:6]2[CH:7]([C:18](=[O:19])[O:20][CH3:21])[N:8]([C:11](=[O:12])[O:13][C:14]([CH3:15])([CH3:16])[CH3:17])[CH:9]1[CH2:10]2. The reactants are C1CCOC1, CC(=O)Cl, CCN(C(C)C)C(C)C, Nc1ccc2c(c1)C(=C1C(=O)Nc3ccccc31)OC2. The product is CC(=O)Nc1ccc2c(c1)C(=C1C(=O)Nc3ccccc31)OC2. RXN SMILES: [CH2:34]1[O:35][CH2:36][CH2:37][CH2:38]1.[CH3:30][C:31]([Cl:32])=[O:33].[CH:21]([N:22]([CH2:23][CH3:24])[CH:25]([CH3:26])[CH3:27])([CH3:28])[CH3:29].[NH2:1][c:2]1[cH:3][cH:4][c:5]2[c:9]([cH:10]1)[C:8](=[C:11]1[C:12](=[O:20])[NH:13][c:14]3[cH:15][cH:16][cH:17][cH:18][c:19]31)[O:7][CH2:6]2>>[NH:1]([c:2]1[cH:3][cH:4][c:5]2[c:9]([cH:10]1)[C:8](=[C:11]1[C:12](=[O:20])[NH:13][c:14]3[cH:15][cH:16][cH:17][cH:18][c:19]31)[O:7][CH2:6]2)[C:31]([CH3:30])=[O:33]. Reactants: C1(=CC=CC=C1)CN1CC(CC1)NC(OC(C)(C)C)=O (1,1-dimethylethyl [1-(phenylmethyl)-3-pyrrolidinyl]carbamate), [H][H] (hydrogen). Reagents/catalysts: [Pd] (Palladium on carbon). The solvent is O1CCCC1 (tetrahydrofuran). Yields the product N1CC(CC1)NC(OC(C)(C)C)=O (1,1-dimethylethyl (3-pyrrolidinyl)carbamate). Yield: 9.9%. Reaction SMILES: C1(C[N:8]2[CH2:12][CH2:11][CH:10]([NH:13][C:14](=[O:20])[O:15][C:16]([CH3:19])([CH3:18])[CH3:17])[CH2:9]2)C=CC=CC=1.[H][H]>[Pd].O1CCCC1>[NH:8]1[CH2:12][CH2:11][CH:10]([NH:13][C:14](=[O:20])[O:15][C:16]([CH3:18])([CH3:17])[CH3:19])[CH2:9]1. Procedure details: A mixture of 101.5 g (0.37 mole) of 1,1-dimethylethyl [1-(phenylmethyl)-3-pyrrolidinyl]carbamate, 5.0 g of 20% Palladium on carbon and 1 liter of tetrahydrofuran was shaken in an atmosphere of hydrogen at about 50 psi and room temperature for 24 hours. The catalyst was removed by filtering through Celite, and the filtrate was concentrated in vacuo to give 6.8 g of 1,1-dimethylethyl (3-pyrrolidinyl)carbamate which solidified upon standing and was of sufficient purity to be used as is for the ensu... Starting materials: C(C(=O)Cl)(=O)Cl (oxalyl chloride), CO/C=C/C(C)=O ((E)-4-methoxybut-3-en-2-one), FC(C(C(=O)O)(C)C)(F)F (3,3,3-trifluoro-2,2-dimethylpropanoic acid), FC(C(C(=O)Cl)(C)C)(F)F (3,3,3-trifluoro-2,2-dimethylpropanoyl chloride), [Li+].C[Si](C)(C)[N-][Si](C)(C)C (LiHMDS), N#N (N2). The solvent is C1CCOC1 (THF), C(Cl)(Cl)Cl (CHCl3), C1CCOC1 (THF). Run at temperature 0 celsius, time 4 hour. Yields the product FC(C(/C(=C/C(/C=C/OC)=O)/O)(C)C)(F)F ((1E,4Z)-7,7,7-trifluoro-5-hydroxy-1-methoxy-6,6-dimethylhepta-1,4-dien-3-one). Yield: 5.2%. As a reaction SMILES: [F:1][C:2]([F:10])([F:9])[C:3]([CH3:8])([CH3:7])[C:4](O)=[O:5].C(Cl)(=O)C(Cl)=O.[CH3:17][O:18]/[CH:19]=[CH:20]/[C:21](=[O:23])[CH3:22].[Li+].C[Si]([N-][Si](C)(C)C)(C)C.N#N.FC(F)(F)C(C)(C)C(Cl)=O>C(Cl)(Cl)Cl.C1COCC1>[F:1][C:2]([F:10])([F:9])[C:3]([CH3:8])([CH3:7])/[C:4](/[OH:5])=[CH:22]/[C:21](=[O:23])/[CH:20]=[CH:19]/[O:18][CH3:17] |f:3.4|. Procedure: To a mixture of 3,3,3-trifluoro-2,2-dimethylpropanoic acid (10 g, 64.1 mmol) in CHCl3 (100 mL) cooled to 0° C. was added oxalyl chloride (7.29 mL, 83 mmol) dropwise. The mixture was stirred at 70° C. for 4 h. Then the mixture was concentrated. To a mixture of (E)-4-methoxybut-3-en-2-one (12.83 g, 128 mmol) in THF (100 mL) cooled to −78° C. was added LiHMDS (128 mL, 128 mmol) dropwise under N2. The mixture was stirred at −78° C. for 1 h. Then to the mixture was added a solution of 3,3,3-trifluoro... Reactants: Cc1ccc(N)cc1Br, CCOC(C)O, COc1cc2ncc(C#N)c(Cl)c2cc1OC, Cl, Cl, [Na+], [Na+], O=C([O-])[O-], O, c1ccncc1. Product: COc1cc2ncc(C#N)c(Nc3ccc(C)c(Br)c3)c2cc1OC. Reaction SMILES: [Br:18][c:19]1[cH:20][c:21]([NH2:22])[cH:23][cH:24][c:25]1[CH3:26].[CH2:34]([O:35][CH:36]([OH:37])[CH3:38])[CH3:39].[Cl:1][c:2]1[c:3]([C:16]#[N:17])[cH:4][n:5][c:6]2[cH:7][c:8]([O:14][CH3:15])[c:9]([O:12][CH3:13])[cH:10][c:11]12.[ClH:27].[ClH:46].[Na+:40].[Na+:41].[O-:42][C:43](=[O:44])[O-:45].[OH2:47].[n:28]1[cH:29][cH:30][cH:31][cH:32][cH:33]1>>[c:2]1([NH:22][c:21]2[cH:20][c:19]([Br:18])[c:25]([CH3:26])[cH:24][cH:23]2)[c:3]([C:16]#[N:17])[cH:4][n:5][c:6]2[cH:7][c:8]([O:14][CH3:15])[c:9]([O:12][CH3:13])[cH:10][c:11]12. Starting materials: CCO, Cl, COc1ccc(F)c(C#N)c1F, NO, [Na+], [OH-]. Yields the product COc1ccc(F)c(C(=N)NO)c1F. As a reaction SMILES: [CH3:18][CH2:19][OH:20].[ClH:13].[F:1][c:2]1[c:3]([C:4]#[N:5])[c:6]([F:12])[cH:7][cH:8][c:9]1[O:10][CH3:11].[NH2:14][OH:15].[Na+:17].[OH-:16]>>[F:1][c:2]1[c:3]([C:4](=[NH:5])[NH:14][OH:15])[c:6]([F:12])[cH:7][cH:8][c:9]1[O:10][CH3:11].